This data is from the Open Reaction Database (ORD), a public repository of structured organic reaction records. The task is: describe an organic reaction: reactants, conditions, products, and yield Starting materials: C(C)(C)(C)OC(OC(C)(C)C)=O (di-tert-butylcarbonate), C(C1=CC=CC=C1)N1C(CC(C1)C1(CCC1)N)=O (1-benzyl-4-(1-aminocyclobutyl)-2-pyrrolidone), [H-].[Al+3].[Li+].[H-].[H-].[H-] (lithium aluminum hydride), [OH-].[Na+] (sodium hydroxide). Solvent: O1CCCC1 (tetrahydrofuran), O (water), O (water). Run at time 12 hour. Product: C(C1=CC=CC=C1)N1CC(CC1)C1(CCC1)NC(=O)OC(C)(C)C (1-Benzyl-3-(1-tert-butoxycarbonylaminocyclobutyl)pyrrolidine). The yield is 16.0%. RXN SMILES: [CH2:1]([N:8]1[CH2:12][CH:11]([C:13]2([NH2:17])[CH2:16][CH2:15][CH2:14]2)[CH2:10][C:9]1=O)[C:2]1[CH:7]=[CH:6][CH:5]=[CH:4][CH:3]=1.[H-].[Al+3].[Li+].[H-].[H-].[H-].[OH-].[Na+].[C:27]([O:31][C:32](=O)[O:33]C(C)(C)C)([CH3:30])([CH3:29])[CH3:28]>O1CCCC1.O>[CH2:1]([N:8]1[CH2:9][CH2:10][CH:11]([C:13]2([NH:17][C:32]([O:31][C:27]([CH3:30])([CH3:29])[CH3:28])=[O:33])[CH2:16][CH2:15][CH2:14]2)[CH2:12]1)[C:2]1[CH:7]=[CH:6][CH:5]=[CH:4][CH:3]=1 |f:1.2.3.4.5.6,7.8|. Procedure details: A 1.01 g (4.13 mmol) portion of 1-benzyl-4-(1-aminocyclobutyl)-2-pyrrolidone (fr. 1) was dissolved in 150.0 ml of tetrahydrofuran. Thereto was subsequently added 627 mg (16.52 mmol) of lithium aluminum hydride in small portions under ice cooling. After 12 hours of stirring with heating under reflux, the reaction solution was cooled in an ice bath and mixed with 627 μl of water in small portions, 627 μl of 15% sodium hydroxide aqueous solution and 627 μl of water in that order. After 30 minutes o...